Dataset: the Open Reaction Database (ORD), a public repository of structured organic reaction records. Task: describe an organic reaction: reactants, conditions, products, and yield Starting materials: C(C1=CC=CC=C1)OC(NC1=CC=C(C=C1)C(CN1C(=NC2=C1C=CC=C2)C2=NON=C2NC(CNC(=O)OCC2=CC=CC=C2)=O)=O)=O ([4-(2-{2-[4-(2-benzyloxycarbonylamino-acetylamino)-furazan-3-yl]-benzoimidazol-1-yl}-acetyl)-phenyl]-carbamic acid benzyl ester), Cl (HCl), O1CCOCC1 (1,4-dioxane). Reagents/catalysts: [Pd] (Pd/C). The solvent is O1CCCC1 (tetrahydrofuran), CO (methanol). Conditions: time 7 hour. Yields the product Cl.NCC(=O)NC1=NON=C1C1=NC2=C(N1CC(=O)C1=CC=C(C=C1)N)C=CC=C2 (2-Amino-N-(4-{1-[2-(4-amino-phenyl)-2-oxo-ethyl]-1H-benzoimidazol-2-yl}-furazan-3-yl)-acetamide hydrochloride salt). RXN SMILES: C(OC(=O)[NH:10][C:11]1[CH:16]=[CH:15][C:14]([C:17](=[O:48])[CH2:18][N:19]2[C:23]3[CH:24]=[CH:25][CH:26]=[CH:27][C:22]=3[N:21]=[C:20]2[C:28]2[C:32]([NH:33][C:34](=[O:47])[CH2:35][NH:36]C(OCC3C=CC=CC=3)=O)=[N:31][O:30][N:29]=2)=[CH:13][CH:12]=1)C1C=CC=CC=1.[ClH:50].O1CCOCC1>O1CCCC1.CO.[Pd]>[ClH:50].[NH2:36][CH2:35][C:34]([NH:33][C:32]1[C:28]([C:20]2[N:19]([CH2:18][C:17]([C:14]3[CH:15]=[CH:16][C:11]([NH2:10])=[CH:12][CH:13]=3)=[O:48])[C:23]3[CH:24]=[CH:25][CH:26]=[CH:27][C:22]=3[N:21]=2)=[N:29][O:30][N:31]=1)=[O:47] |f:6.7|. Reported procedure: A mixture of 0.2 g of [4-(2-{2-[4-(2-benzyloxycarbonylamino-acetylamino)-furazan-3-yl]-benzoimidazol-1-yl}-acetyl)-phenyl]-carbamic acid benzyl ester (0.29 mmol; 1 eq.) in 2 mL of tetrahydrofuran and 2 mL of methanol containing 0.19 mL of a solution of 4M HCl in 1,4-dioxane (0.86 mmol; 3 eq.) and 0.046 g of 10% Pd/C (0.04 mmol; 0.14 eq.) is stirred for 7 hours under hydrogen atmosphere at room temperature. Then the mixture is filtered and the filtrate is concentrated under reduced pressure. The ... The reactants are [Li]CCCC, CC#N, CCCCCC, C1CCOC1, O=Cc1ccc(OCCCc2ccccc2)cc1. Yields the product N#CCC(O)c1ccc(OCCCc2ccccc2)cc1. Reaction SMILES: [CH2:1]([Li:2])[CH2:3][CH2:4][CH3:5].[CH3:12][C:13]#[N:14].[CH3:6][CH2:7][CH2:8][CH2:9][CH2:10][CH3:11].[O:33]1[CH2:34][CH2:35][CH2:36][CH2:37]1.[c:15]1([CH2:21][CH2:22][CH2:23][O:24][c:25]2[cH:26][cH:27][c:28]([CH:29]=[O:30])[cH:31][cH:32]2)[cH:16][cH:17][cH:18][cH:19][cH:20]1>>[CH2:12]([C:13]#[N:14])[CH:29]([c:28]1[cH:27][cH:26][c:25]([O:24][CH2:23][CH2:22][CH2:21][c:15]2[cH:16][cH:17][cH:18][cH:19][cH:20]2)[cH:32][cH:31]1)[OH:30]. Reactants: O (Water), C1(=CC=CC=C1)B(O)O (phenylboronic acid), aqueous solution, C([O-])([O-])=O.[K+].[K+] (potassium carbonate), BrC1=CC=2C3=C(C(NC2C=C1)=O)NC=C3.C(C)C(=O)[O-] (8-bromo-4-oxo-4,5-dihydro-3H-pyrrolo[2,3-c]quinoline 1-ethyl carboxylate). The reagents and catalysts are Cl[Pd]([P](C1=CC=CC=C1)(C2=CC=CC=C2)C3=CC=CC=C3)([P](C4=CC=CC=C4)(C5=CC=CC=C5)C6=CC=CC=C6)Cl (dichlorobis(triphenylphosphine)-palladium (II)). The solvent is O1CCOCC1 (dioxan). Run at temperature 110 celsius, time 20 hour. The product is O=C1NC=2C=CC(=CC2C2=C1NC=C2)C2=CC=CC=C2.C(C)C(=O)[O-] (4-oxo-8-phenyl-4,5-dihydro-3H-pyrrolo[2,3-c]quinoline 1-ethyl carboxylate). The yield is 19.2%. As a reaction SMILES: [C:1]1(B(O)O)[CH:6]=[CH:5][CH:4]=[CH:3][CH:2]=1.C(=O)([O-])[O-].[K+].[K+].Br[C:17]1[CH:26]=[CH:25][C:24]2[NH:23][C:22](=[O:27])[C:21]3[NH:28][CH:29]=[CH:30][C:20]=3[C:19]=2[CH:18]=1.[CH2:31]([C:33]([O-:35])=[O:34])[CH3:32].O>O1CCOCC1.Cl[Pd](Cl)([P](C1C=CC=CC=1)(C1C=CC=CC=1)C1C=CC=CC=1)[P](C1C=CC=CC=1)(C1C=CC=CC=1)C1C=CC=CC=1>[O:27]=[C:22]1[C:21]2[NH:28][CH:29]=[CH:30][C:20]=2[C:19]2[CH:18]=[C:17]([C:1]3[CH:6]=[CH:5][CH:4]=[CH:3][CH:2]=3)[CH:26]=[CH:25][C:24]=2[NH:23]1.[CH2:31]([C:33]([O-:35])=[O:34])[CH3:32] |f:1.2.3,4.5,9.10,^1:45,64|. Reported procedure: 17 mg (0.025 mmol) of dichlorobis(triphenylphosphine)-palladium (II), 45 mg (0.37 mmol) of phenylboronic acid and 0.6 mL (1.2 ml) of a 2M aqueous solution of potassium carbonate are added to a degassed solution of 100 mg (0.25 mmol) of 8-bromo-4-oxo-4,5-dihydro-3H-pyrrolo[2,3-c]quinoline-1-ethyl carboxylate dissolved in 5 mL of anhydrous dioxan. The reaction mixture is stirred at 110° C. for 20 hours. Water is added and the product is extracted with ethyl acetate. The organic phases are washed w...